This data is from the Open Reaction Database (ORD), a public repository of structured organic reaction records. The task is: describe an organic reaction: reactants, conditions, products, and yield Reactants: C1(=CC=CC=C1)S(=O)(=O)CC1=CC=C(C(=C1C(=O)OCC)O)C1=COC=C1 (ethyl 6-(benzenesulphonylmethyl)-3-(furan-3-yl)-2-hydroxybenzoate), O1C=C(C=C1)B(O)O (furan-3-yl boronic acid), BrC=1C(=C(C(=O)OC)C(=CC1)CS(=O)(=O)C1=CC=C(C=C1)F)O (methyl 3-bromo-6-(4-fluorobenzenesulphonylmethyl)-2-hydroxybenzoate), BrC=1C(=C(C(=O)OC)C(=CC1)CS(=O)(=O)C1=CC=C(C=C1)F)O (methyl 3-bromo-6-(4-fluorobenzenesulphonylmethyl)-2-hydroxybenzoate). The product is FC1=CC=C(C=C1)S(=O)(=O)CC1=CC=C(C(=C1C(=O)OC)O)C1=COC=C1 (Methyl 6-(4-fluorobenzenesulphonylmethyl)-3-(furan-3-yl)-2-hydroxybenzoate). Reaction SMILES: [C:1]1([S:7]([CH2:10][C:11]2[C:16]([C:17]([O:19][CH2:20]C)=[O:18])=[C:15]([OH:22])[C:14]([C:23]3[CH:27]=[CH:26][O:25][CH:24]=3)=[CH:13][CH:12]=2)(=[O:9])=[O:8])[CH:6]=[CH:5][CH:4]=[CH:3][CH:2]=1.BrC1C(O)=C(C(CS(C2C=CC([F:49])=CC=2)(=O)=O)=CC=1)C(OC)=O.O1C=CC(B(O)O)=C1>>[F:49][C:4]1[CH:5]=[CH:6][C:1]([S:7]([CH2:10][C:11]2[C:16]([C:17]([O:19][CH3:20])=[O:18])=[C:15]([OH:22])[C:14]([C:23]3[CH:27]=[CH:26][O:25][CH:24]=3)=[CH:13][CH:12]=2)(=[O:9])=[O:8])=[CH:2][CH:3]=1. Procedure: Prepared by proceeding in a similar manner to Intermediate 36, starting from methyl 3-bromo-6-(4-fluorobenzenesulphonylmethyl)-2-hydroxybenzoate (Intermediate 55) and furan-3-yl boronic acid. The reactants are C(C)(C)(C)OC1=CC=C(C=O)C=C1 (p-tert.-butoxy-benzaldehyde), CC(=O)C (acetone), [OH-].[Na+] (sodium hydroxide), [OH-].[Na+] (sodium hydroxide). The solvent is C(C)(=O)O (Acetic acid). Run at time 5 hour. Product: C(C)(C)(C)OC1=CC=C(C=C1)C=CC(C)=O (1-(4-tert.-butoxy-phenyl)-but-1-en-3-one). Isolated yield 81.0%. As a reaction SMILES: [C:1]([O:5][C:6]1[CH:13]=[CH:12][C:9]([CH:10]=O)=[CH:8][CH:7]=1)([CH3:4])([CH3:3])[CH3:2].[CH3:14][C:15]([CH3:17])=[O:16].[OH-].[Na+]>C(O)(=O)C>[C:1]([O:5][C:6]1[CH:13]=[CH:12][C:9]([CH:10]=[CH:14][C:15](=[O:16])[CH3:17])=[CH:8][CH:7]=1)([CH3:4])([CH3:3])[CH3:2] |f:2.3|. Procedure details: 89 g (0.5 mole) of p-tert.-butoxy-benzaldehyde are added dropwise, in the course of 15 minutes, to a mixture of 290 g (5 moles) of acetone and 30 ml of 0.5% strength aqueous sodium hydroxide solution at 20°-25° C., whilst stirring. After all has been added, the pH must be not less than 10; if it is not, sodium hydroxide solution must then be added. The reaction is complete after about 5 hours, as is demonstrable by thin layer chromatography or gas chromatography. Acetic acid is then added to the... Reactants: OC(/C=C/[C@@H]1N(C(CCC1)=O)CCCCCCC(=O)O)CC1=CC=CC=C1 (7-[(R)-2-((E)-3-hydroxy-4-phenyl-but-1-enyl)-6-oxo-piperidin-1-yl]-heptanoic acid), C(C)(C)N=NNC1=CC=C(C=C1)C (1-isopropyl-3-p-tolyltriazene). Run in CC(=O)C (acetone). Reaction conditions: time 18 hour. Product: C(C)(C)OC(CCCCCCN1[C@H](CCCC1=O)\C=C\C(CC1=CC=CC=C1)O)=O (7-[(R)-2-((E)-3-Hydroxy-4-phenyl-but-1-enyl)-6-oxo-piperidin-1-yl]-heptanoic Acid Isopropyl Ester). Yield: 47.2%. RXN SMILES: [OH:1][CH:2]([CH2:21][C:22]1[CH:27]=[CH:26][CH:25]=[CH:24][CH:23]=1)/[CH:3]=[CH:4]/[C@H:5]1[CH2:10][CH2:9][CH2:8][C:7](=[O:11])[N:6]1[CH2:12][CH2:13][CH2:14][CH2:15][CH2:16][CH2:17][C:18]([OH:20])=[O:19].[CH:28](N=NNC1C=CC(C)=CC=1)([CH3:30])[CH3:29]>CC(C)=O>[CH:28]([O:19][C:18](=[O:20])[CH2:17][CH2:16][CH2:15][CH2:14][CH2:13][CH2:12][N:6]1[C:7](=[O:11])[CH2:8][CH2:9][CH2:10][C@@H:5]1/[CH:4]=[CH:3]/[CH:2]([OH:1])[CH2:21][C:22]1[CH:23]=[CH:24][CH:25]=[CH:26][CH:27]=1)([CH3:30])[CH3:29]. Procedure details: A mixture of 7-[(R)-2-((E)-3-hydroxy-4-phenyl-but-1-enyl)-6-oxo-piperidin-1-yl]-heptanoic acid (9.7 mg, 0.026 mmol), 1-isopropyl-3-p-tolyltriazene (5 mg, 0.028 mmol) and acetone (0.5 mL) was stirred at rt for 18 h. The reaction was quenched with saturated aqueous NH4Cl (2 mL) and extracted with CH2Cl2 (3×3 mL). The combined organic phase was dried (Na2SO4), filtered and concentrated in vacuo. Purification of the residue by flash column chromatography on silica gel (50% CH2Cl2/Hexane→CH2Cl2→2% Me... Reactants: ClC1=NC(=NC(=C1C1=CC=NC=C1)C=1OC=CC1)N (4-chloro-6-(2-furyl)-5-(4-pyridyl)-2-pyrimidinylamine), C(C=C)O (allyl alcohol). Yields the product C(C=C)OC1=NC(=NC(=C1C1=CC=NC=C1)C=1OC=CC1)N (4-(Allyloxy)-6-(2-furyl)-5-(4-pyridyl)-2-pyrimidinylamine). As a reaction SMILES: Cl[C:2]1[C:7]([C:8]2[CH:13]=[CH:12][N:11]=[CH:10][CH:9]=2)=[C:6]([C:14]2[O:15][CH:16]=[CH:17][CH:18]=2)[N:5]=[C:4]([NH2:19])[N:3]=1.[CH2:20]([OH:23])[CH:21]=[CH2:22]>>[CH2:20]([O:23][C:2]1[C:7]([C:8]2[CH:13]=[CH:12][N:11]=[CH:10][CH:9]=2)=[C:6]([C:14]2[O:15][CH:16]=[CH:17][CH:18]=2)[N:5]=[C:4]([NH2:19])[N:3]=1)[CH:21]=[CH2:22]. Procedure: The title compound was synthesized in a similar manner to Example 3 using 4-chloro-6-(2-furyl)-5-(4-pyridyl)-2-pyrimidinylamine and allyl alcohol.